This data is from the Open Reaction Database (ORD), a public repository of structured organic reaction records. The task is: describe an organic reaction: reactants, conditions, products, and yield Reactants: CC(Cl)c1ccc2c(c1)Cc1ccccc1-2, O, c1c[nH]nn1. The product is CC(c1ccc2c(c1)Cc1ccccc1-2)n1ccnn1. As a reaction SMILES: [Cl:6][CH:7]([CH3:8])[c:9]1[cH:10][c:11]2[c:19]([cH:20][cH:21]1)-[c:18]1[c:13]([cH:14][cH:15][cH:16][cH:17]1)[CH2:12]2.[OH2:22].[nH:1]1[n:2][n:3][cH:4][cH:5]1>>[n:1]1([CH:7]([CH3:8])[c:9]2[cH:10][c:11]3[c:19]([cH:20][cH:21]2)-[c:18]2[c:13]([cH:14][cH:15][cH:16][cH:17]2)[CH2:12]3)[n:2][n:3][cH:4][cH:5]1. Starting materials: CC#N, COC(=O)C1CN(c2ccc(I)c(F)c2)C(=O)O1, [NH4+], [OH-]. Yields the product NC(=O)C1CN(c2ccc(I)c(F)c2)C(=O)O1. Reaction SMILES: [CH3:21][C:22]#[N:23].[F:1][c:2]1[cH:3][c:4]([N:9]2[C:10](=[O:18])[O:11][CH:12]([C:14](=[O:15])[O:16][CH3:17])[CH2:13]2)[cH:5][cH:6][c:7]1[I:8].[NH4+:19].[OH-:20]>>[F:1][c:2]1[cH:3][c:4]([N:9]2[C:10](=[O:18])[O:11][CH:12]([C:14](=[O:15])[NH2:19])[CH2:13]2)[cH:5][cH:6][c:7]1[I:8]. Reactants: C1(CC1)C(=O)C=1C=NC2=CC=C(C=C2C1N[C@@H]1CC[C@H](CC1)NC(OC(C)(C)C)=O)C1=CC(=C(C(=C1)F)O)F (tert-butyl trans-4-[3-(cyclopropanecarbonyl)-6-(3,5-difluoro-4-hydroxyphenyl)quinolin-4-ylamino]cyclohexylcarbamate), C(=O)(C(F)(F)F)O (TFA). Product: N[C@@H]1CC[C@H](CC1)NC1=C(C=NC2=CC=C(C=C12)C1=CC(=C(C(=C1)F)O)F)C(=O)C1CC1 ({4-[trans-4-Aminocyclohexylamino]-6-(3,5-difluoro-4-hydroxyphenyl)quinolin-3-yl}(cyclopropyl)methanone). The yield is 79.3%. RXN SMILES: [CH:1]1([C:4]([C:6]2[CH:7]=[N:8][C:9]3[C:14]([C:15]=2[NH:16][C@H:17]2[CH2:22][CH2:21][C@H:20]([NH:23]C(=O)OC(C)(C)C)[CH2:19][CH2:18]2)=[CH:13][C:12]([C:31]2[CH:36]=[C:35]([F:37])[C:34]([OH:38])=[C:33]([F:39])[CH:32]=2)=[CH:11][CH:10]=3)=[O:5])[CH2:3][CH2:2]1.C(O)(C(F)(F)F)=O>>[NH2:23][C@H:20]1[CH2:21][CH2:22][C@H:17]([NH:16][C:15]2[C:14]3[C:9](=[CH:10][CH:11]=[C:12]([C:31]4[CH:32]=[C:33]([F:39])[C:34]([OH:38])=[C:35]([F:37])[CH:36]=4)[CH:13]=3)[N:8]=[CH:7][C:6]=2[C:4]([CH:1]2[CH2:2][CH2:3]2)=[O:5])[CH2:18][CH2:19]1. Procedure: Following general procedure A-2, tert-butyl trans-4-[3-(cyclopropanecarbonyl)-6-(3,5-difluoro-4-hydroxyphenyl)quinolin-4-ylamino]cyclohexylcarbamate (26.2 mg, 0.049 mmol) was reacted with TFA (2 mL) to afford the desired product (17 mg, 79%) as a yellow solid: 1H NMR (300 MHz, CD3OD) δ 9.14 (s, 1H), 8.36 (s, 1H), 8.03 (d, J=9.5 Hz, 1H), 7.93 (d, J=8.7 Hz, 1H), 7.35 (d, J=9.6 Hz, 2H), 4.16 (s, 1H), 3.07 (s, 1H), 2.85 (s, 1H), 2.36 (d, J=10.7 Hz, 2H), 2.18 (d, J=14.1 Hz, 2H), 1.75-1.51 (m, 4H), 1.... Reactants: ClC(Cl)Cl, CCCn1c(=O)cc(Cl)n(Cc2ccc(-c3ccccc3-c3nnnn3C(c3ccccc3)(c3ccccc3)c3ccccc3)cc2)c1=O, O=C1CCC(=O)N1Cl. Product: CCCn1c(=O)c(Cl)c(Cl)n(Cc2ccc(-c3ccccc3-c3nnnn3C(c3ccccc3)(c3ccccc3)c3ccccc3)cc2)c1=O. As a reaction SMILES: [CH:58]([Cl:59])([Cl:60])[Cl:61].[Cl:1][c:2]1[cH:3][c:4](=[O:49])[n:5]([CH2:46][CH2:47][CH3:48])[c:6](=[O:45])[n:7]1[CH2:8][c:9]1[cH:10][cH:11][c:12](-[c:15]2[c:16](-[c:21]3[n:22][n:23][n:24][n:25]3[C:26]([c:27]3[cH:28][cH:29][cH:30][cH:31][cH:32]3)([c:33]3[cH:34][cH:35][cH:36][cH:37][cH:38]3)[c:39]3[cH:40][cH:41][cH:42][cH:43][cH:44]3)[cH:17][cH:18][cH:19][cH:20]2)[cH:13][cH:14]1.[Cl:50][N:51]1[C:52](=[O:53])[CH2:54][CH2:55][C:56]1=[O:57]>>[Cl:1][c:2]1[c:3]([Cl:50])[c:4](=[O:49])[n:5]([CH2:46][CH2:47][CH3:48])[c:6](=[O:45])[n:7]1[CH2:8][c:9]1[cH:10][cH:11][c:12](-[c:15]2[c:16](-[c:21]3[n:22][n:23][n:24][n:25]3[C:26]([c:27]3[cH:28][cH:29][cH:30][cH:31][cH:32]3)([c:33]3[cH:34][cH:35][cH:36][cH:37][cH:38]3)[c:39]3[cH:40][cH:41][cH:42][cH:43][cH:44]3)[cH:17][cH:18][cH:19][cH:20]2)[cH:13][cH:14]1. Reactants: COC(=O)C(CCSC)NC(=O)c1ccc(S(=O)(=O)Cl)cc1-c1ccccc1, ClCCl, N. Yields the product COC(=O)C(CCSC)NC(=O)c1ccc(S(N)(=O)=O)cc1-c1ccccc1. Reaction SMILES: [CH3:1][O:2][C:3]([CH:4]([NH:5][C:6]([c:7]1[c:8](-[c:17]2[cH:18][cH:19][cH:20][cH:21][cH:22]2)[cH:9][c:10]([S:13](=[O:14])(=[O:15])[Cl:16])[cH:11][cH:12]1)=[O:23])[CH2:24][CH2:25][S:26][CH3:27])=[O:28].[Cl:30][CH2:31][Cl:32].[NH3:29]>>[CH3:1][O:2][C:3]([CH:4]([NH:5][C:6]([c:7]1[c:8](-[c:17]2[cH:18][cH:19][cH:20][cH:21][cH:22]2)[cH:9][c:10]([S:13](=[O:14])(=[O:15])[NH2:29])[cH:11][cH:12]1)=[O:23])[CH2:24][CH2:25][S:26][CH3:27])=[O:28]. Starting materials: compound, ClC=1C2=C(N=CN1)C=CC(=N2)Cl (4,6-dichloro-pyrido[3,2-d]pyrimidine), ClC=1C(=NC=CC1)S (3-chloro-2-mercapto-pyridine), NC1=NN(C=C1)C (3-amino-1-methyl-1H-pyrazole). The product is ClC=1C(=NC=CC1)SC=1C=CC=2N=CN=C(C2N1)NC1=NN(C=C1)C ([6-(3-Chloro-pyridin-2-ylsulfanyl)-pyrido[3,2-d]-pyrimidin-4-yl]-(1-methyl-1H-pyrazol-3-yl)-amine). As a reaction SMILES: [Cl:1][C:2]1[C:3]([SH:8])=[N:4][CH:5]=[CH:6][CH:7]=1.[NH2:9][C:10]1[CH:14]=[CH:13][N:12]([CH3:15])[N:11]=1.Cl[C:17]1[C:18]2[N:26]=[C:25](Cl)[CH:24]=[CH:23][C:19]=2[N:20]=[CH:21][N:22]=1>>[Cl:1][C:2]1[C:3]([S:8][C:25]2[CH:24]=[CH:23][C:19]3[N:20]=[CH:21][N:22]=[C:17]([NH:9][C:10]4[CH:14]=[CH:13][N:12]([CH3:15])[N:11]=4)[C:18]=3[N:26]=2)=[N:4][CH:5]=[CH:6][CH:7]=1. Procedure: The compound of Example 59 was manufactured by the same method as in Example 31, by a similar method thereto or by a combination of such a method with a conventional method using 3-chloro-2-mercapto-pyridine, 3-amino-1-methyl-1H-pyrazole and 4,6-dichloro-pyrido[3,2-d]pyrimidine. Starting materials: C(CCC)[Sn](C=1C=C(C=CC1)C1=CC=C(O1)C=O)(CCCC)CCCC (5-(3-(Tributylstannyl)phenyl)furan-2-carbaldehyde), C(C)OC(CN1C(NCC1=O)=S)=O (ethyl-2-(5-oxo-2-thioxoimidazolidin-1-yl)acetate), N1CCCCC1 (piperidine). Run in ClCCl (dichloromethane). Conditions: temperature 25 celsius, time 8 hour. The product is C(C)OC(CN1C(N\C(\C1=O)=C/C=1OC(=CC1)C1=CC(=CC=C1)[Sn](CCCC)(CCCC)CCCC)=S)=O ((Z)-ethyl-2-(5-oxo-2-thioxo-4-((5-(3-(tributylstannyl)phenyl)furan-2-yl)methylene)imidazolidin-1-yl)acetate). RXN SMILES: [CH2:1]([Sn:5]([CH2:23][CH2:24][CH2:25][CH3:26])([CH2:19][CH2:20][CH2:21][CH3:22])[C:6]1[CH:7]=[C:8]([C:12]2[O:16][C:15]([CH:17]=O)=[CH:14][CH:13]=2)[CH:9]=[CH:10][CH:11]=1)[CH2:2][CH2:3][CH3:4].[CH2:27]([O:29][C:30](=[O:39])[CH2:31][N:32]1[C:36](=[O:37])[CH2:35][NH:34][C:33]1=[S:38])[CH3:28].N1CCCCC1>ClCCl>[CH2:27]([O:29][C:30](=[O:39])[CH2:31][N:32]1[C:36](=[O:37])/[C:35](=[CH:17]/[C:15]2[O:16][C:12]([C:8]3[CH:9]=[CH:10][CH:11]=[C:6]([Sn:5]([CH2:1][CH2:2][CH2:3][CH3:4])([CH2:23][CH2:24][CH2:25][CH3:26])[CH2:19][CH2:20][CH2:21][CH3:22])[CH:7]=3)=[CH:13][CH:14]=2)/[NH:34][C:33]1=[S:38])[CH3:28]. Reported procedure: 5-(3-(Tributylstannyl)phenyl)furan-2-carbaldehyde (10 mg, 0.022 mmol) synthesized by the same method as in Example 4 and ethyl-2-(5-oxo-2-thioxoimidazolidin-1-yl)acetate (4.4 mg, 0.022 mmol) synthesized by the same method as in Example 2 were dissolved in dichloromethane (3 mL), piperidine (5 μL) was added thereto, and the mixture was stirred at room temperature (25° C.) overnight. After the reaction was completed the solvent was removed by evaporation under reduced pressure, and the residue was...